From a dataset of the Open Reaction Database (ORD), a public repository of structured organic reaction records. describe an organic reaction: reactants, conditions, products, and yield The reactants are Brc1cncs1, CC1CCCO1, Cc1cc(Nc2nccc(C3CC3)n2)cc(B2OC(C)(C)C(C)(C)O2)c1, [Na+], [Na+], O=C([O-])[O-]. Yields the product Cc1cc(Nc2nccc(C3CC3)n2)cc(-c2cncs2)c1. Reaction SMILES: [Br:27][c:28]1[cH:29][n:30][cH:31][s:32]1.[CH3:39][CH:40]1[CH2:41][CH2:42][CH2:43][O:44]1.[CH:1]1([c:4]2[n:5][c:6]([NH:10][c:11]3[cH:12][c:13]([CH3:26])[cH:14][c:15]([B:17]4[O:18][C:19]([CH3:20])([CH3:21])[C:22]([CH3:23])([CH3:24])[O:25]4)[cH:16]3)[n:7][cH:8][cH:9]2)[CH2:2][CH2:3]1.[Na+:33].[Na+:34].[O-:35][C:36](=[O:37])[O-:38]>>[CH:1]1([c:4]2[n:5][c:6]([NH:10][c:11]3[cH:12][c:13]([CH3:26])[cH:14][c:15](-[c:28]4[cH:29][n:30][cH:31][s:32]4)[cH:16]3)[n:7][cH:8][cH:9]2)[CH2:2][CH2:3]1.